From a dataset of the Open Reaction Database (ORD), a public repository of structured organic reaction records. describe an organic reaction: reactants, conditions, products, and yield Reactants: O (Water), C(#N)C1(CCC1)C1=CC(=CC=C1)O (1-cyano-1-(3-hydroxyphenyl)cyclobutane), Cl.CC=1N(C=CN1)C1=CC=C(CCl)C=C1 (4-(2-methylimidazol-1-yl)benzylchloride hydrochloride), C([O-])([O-])=O.[K+].[K+] (potassium carbonate). Run in CN(C)C=O (DMF). Reaction conditions: temperature 80 celsius, time 3 hour. Yields the product C(#N)C1(CCC1)C1=CC(=CC=C1)OCC1=CC=C(C=C1)N1C(=NC=C1)C (1-Cyano-1-[3-[4-(2-methylimidazol-1-yl)benzyloxy]phenyl]cyclobutane). Yield: 84.4%. As a reaction SMILES: [C:1]([C:3]1([C:7]2[CH:12]=[CH:11][CH:10]=[C:9]([OH:13])[CH:8]=2)[CH2:6][CH2:5][CH2:4]1)#[N:2].Cl.[CH3:15][C:16]1[N:17]([C:21]2[CH:28]=[CH:27][C:24]([CH2:25]Cl)=[CH:23][CH:22]=2)[CH:18]=[CH:19][N:20]=1.C(=O)([O-])[O-].[K+].[K+].O>CN(C=O)C>[C:1]([C:3]1([C:7]2[CH:12]=[CH:11][CH:10]=[C:9]([O:13][CH2:25][C:24]3[CH:23]=[CH:22][C:21]([N:17]4[CH:18]=[CH:19][N:20]=[C:16]4[CH3:15])=[CH:28][CH:27]=3)[CH:8]=2)[CH2:6][CH2:5][CH2:4]1)#[N:2] |f:1.2,3.4.5|. Procedure: A mixture of 1-cyano-1-(3-hydroxyphenyl)cyclobutane (1.76 g, 10 mmol), 4-(2-methylimidazol-1-yl)benzylchloride hydrochloride (2.10 g, 10 mmol) and potassium carbonate (6.90 g, 50 mmol) in DMF (80 ml) were stirred together at 80° C. for 3 hrs. Water (200 ml) was added and the mixture extracted with ethyl acetate/benzene (2/1, 100 ml×2), washed with water (100 ml×2), brine (100 ml), dried (MgSO4) and concentrated in vacuo. The residue was purified by column chromatography (SiO2, 150 g; dichloromet... The reactants are phosphonyl chloride, NNC(=S)N (thiosemicarbazide), COCC(=O)O (methoxyacetic acid). Solvent: O (water). Product: NC1=NN=C(S1)COC (5-amino-2-methoxymethyl-(1,3,4)-thiadiazole). Reaction SMILES: [NH2:1][NH:2][C:3]([NH2:5])=[S:4].[CH3:6][O:7][CH2:8][C:9](O)=O>O>[NH2:5][C:3]1[S:4][C:9]([CH2:8][O:7][CH3:6])=[N:1][N:2]=1. Procedure: Addition of phosphonyl chloride to a mixture of thiosemicarbazide and methoxyacetic acid at 60°-95° and working up of the product yields 5-amino-2-methoxymethyl-(1,3,4)-thiadiazole, m.p. 177°-179° (from water). When this compound is diazotised and treated with cuprous bromide 5-bromo-2-methoxymethyl-(1,3,4)-thiadiazole results and reaction of this bromo compound with zinc dust in acetic acid at room temperature yields 2-methoxymethyl-(1,3,4)-thiadiazole, m.p. 30.5°-32°.